Dataset: the Open Reaction Database (ORD), a public repository of structured organic reaction records. Task: describe an organic reaction: reactants, conditions, products, and yield The reactants are N(C)CC(=O)O (sarcosine), C1(=CC=CC=C1)S(=O)(=O)N (benzenesulfonamide), FC1=CC=C(CN2C(C(=C([C@@H]3CCC[C@H]23)O)C2=NS(C3=C(N2)C=CC(=C3)I)(=O)=O)=O)C=C1 ((4aR,7aS)-1-(4-fluoro-benzyl)-4-hydroxy-3-(7-iodo-1,1-dioxo-1,4-dihydro-1λ6-benzo[1,2,4]thiadiazin-3-yl)-1,4a,5,6,7,7a-hexahydro-[1]pyrindin-2-one), P(=O)([O-])([O-])[O-].[K+].[K+].[K+] (potassium phosphate). Reagents/catalysts: [Cu](I)I (copper iodide). Run at temperature 100 celsius, time 16 hour. Product: FC1=CC=C(CN2C(C(=C([C@@H]3CCC[C@H]23)O)C2=NS(C3=C(N2)C=CC(=C3)NS(=O)(=O)C3=CC=CC=C3)(=O)=O)=O)C=C1 ((4aR,7aS)-N-[3-[1-(4-fluoro-benzyl)-4-hydroxy-2-oxo-2,4a,5,6,7,7a-hexahydro-1H-[1]pyrindin-3-yl]-1,1-dioxo-1,4-dihydro-1λ6-benzo[1,2,4]thiadiazin-7-yl}-benzenesulfonamide). Isolated yield 35.8%. Reaction SMILES: N(CC(O)=O)C.[C:7]1([S:13]([NH2:16])(=[O:15])=[O:14])[CH:12]=[CH:11][CH:10]=[CH:9][CH:8]=1.[F:17][C:18]1[CH:48]=[CH:47][C:21]([CH2:22][N:23]2[C@@H:31]3[C@@H:27]([CH2:28][CH2:29][CH2:30]3)[C:26]([OH:32])=[C:25]([C:33]3[NH:38][C:37]4[CH:39]=[CH:40][C:41](I)=[CH:42][C:36]=4[S:35](=[O:45])(=[O:44])[N:34]=3)[C:24]2=[O:46])=[CH:20][CH:19]=1.P([O-])([O-])([O-])=O.[K+].[K+].[K+]>[Cu](I)I>[F:17][C:18]1[CH:48]=[CH:47][C:21]([CH2:22][N:23]2[C@@H:31]3[C@@H:27]([CH2:28][CH2:29][CH2:30]3)[C:26]([OH:32])=[C:25]([C:33]3[NH:38][C:37]4[CH:39]=[CH:40][C:41]([NH:16][S:13]([C:7]5[CH:12]=[CH:11][CH:10]=[CH:9][CH:8]=5)(=[O:15])=[O:14])=[CH:42][C:36]=4[S:35](=[O:45])(=[O:44])[N:34]=3)[C:24]2=[O:46])=[CH:20][CH:19]=1 |f:3.4.5.6|. Reported procedure: A reaction flask was charged with copper iodide (50.4 mg, 0.265 mmol), sarcosine (N-methyl glycine) (37.7 mg, 0.42 mmol), benzenesulfonamide (251 mg, 1.59 mmol), (4aR,7aS)-1-(4-fluoro-benzyl)-4-hydroxy-3-(7-iodo-1,1-dioxo-1,4-dihydro-1λ6-benzo[1,2,4]thiadiazin-3-yl)-1,4a,5,6,7,7a-hexahydro-[1]pyrindin-2-one (prepared as described in Example 39c, 300 mg, 0.53 mmol) and potassium phosphate (338 mg, 1.59 mmol). The flask was degassed and backfilled with nitrogen, and then anhydrous N,N-dimethylform... The reactants are C(C1=CC=CC=C1)N1CCNCC1 (1-benzylpiperazine), ClC1=CC(=NC=C1)C (4-chloro-2-methylpyridine). Solvent: C(C)(=O)O (acetic acid). Product: C(C1=CC=CC=C1)N1CCN(CC1)C1=CC(=NC=C1)C (1-benzyl-4-(2-methyl-4-pyridinyl)piperazine). The yield is 97.4%. Reaction SMILES: [CH2:1]([N:8]1[CH2:13][CH2:12][NH:11][CH2:10][CH2:9]1)[C:2]1[CH:7]=[CH:6][CH:5]=[CH:4][CH:3]=1.Cl[C:15]1[CH:20]=[CH:19][N:18]=[C:17]([CH3:21])[CH:16]=1>C(O)(=O)C>[CH2:1]([N:8]1[CH2:13][CH2:12][N:11]([C:15]2[CH:20]=[CH:19][N:18]=[C:17]([CH3:21])[CH:16]=2)[CH2:10][CH2:9]1)[C:2]1[CH:3]=[CH:4][CH:5]=[CH:6][CH:7]=1. Procedure details: A solution of 1-benzylpiperazine (6.8 g) and 4-chloro-2-methylpyridine (4.9 g) in acetic acid (20 ml) was heated under reflux for 15 hours, and then concentrated under reduced pressure. The residue was dissolved in water, and the reaction mixture was basified with potassium carbonate and extracted with ethyl acetate. The extract was dried over anhydrous magnesium sulfate, and the solvent was distilled off under reduced pressure. The residue was purified with basic silica gel column (ethyl acetat... Starting materials: C=CS(=O)(=O)C=C, ClCCl, ClSc1ccc(Cl)cc1. Yields the product C=CS(=O)(=O)C=CSc1ccc(Cl)cc1. Reaction SMILES: [CH2:10]=[CH:11][S:12](=[O:13])(=[O:14])[CH:15]=[CH2:16].[Cl:17][CH2:18][Cl:19].[Cl:1][c:2]1[cH:3][cH:4][c:5]([S:8][Cl:9])[cH:6][cH:7]1>>[Cl:1][c:2]1[cH:3][cH:4][c:5]([S:8][CH:10]=[CH:11][S:12](=[O:13])(=[O:14])[CH:15]=[CH2:16])[cH:6][cH:7]1. The reactants are Cl (hydrogen chloride), O1CCOCC1 (1,4-dioxane), CC1=CC(=NC=C1)C1=CC=C(C=C1)NC(=S)N (N-(4-(4-methylpyridin-2-yl)phenyl)thiourea), C(O)([O-])=O.[Na+] (sodium hydrogencarbonate). Solvent: ICC (iodoethane), CN(C=O)C (N,N-dimethylformamide). Conditions: temperature 50 celsius, time 2.5 hour. The product is Cl.Cl.CC1=CC(=NC=C1)C1=CC=C(C=C1)NC(SCC)=N (N-(4-(4-methylpyridin-2-yl)phenyl)-S-ethylisothiourea dihydrochloride). RXN SMILES: [CH3:1][C:2]1[CH:7]=[CH:6][N:5]=[C:4]([C:8]2[CH:13]=[CH:12][C:11]([NH:14][C:15]([NH2:17])=[S:16])=[CH:10][CH:9]=2)[CH:3]=1.[ClH:18].C(=O)([O-])O.[Na+].O1CCO[CH2:26][CH2:25]1>CN(C)C=O.ICC>[ClH:18].[ClH:18].[CH3:1][C:2]1[CH:7]=[CH:6][N:5]=[C:4]([C:8]2[CH:9]=[CH:10][C:11]([NH:14][C:15](=[NH:17])[S:16][CH2:25][CH3:26])=[CH:12][CH:13]=2)[CH:3]=1 |f:2.3,7.8.9|. Procedure details: To a suspension of N-(4-(4-methylpyridin-2-yl)phenyl)thiourea (186 mg) in N,N-dimethylformamide(4 ml) were added a solution of hydrogen chloride in 1,4-dioxane (4N, 0.383 ml) and iodoethane (0.306 ml), and the mixture was stirred at 50° C. for 2.5 hours. After cooling, the mixture was poured into a saturated aqueous sodium hydrogencarbonate solution and extracted with ethyl acetate. The organic layer was washed with brine, dried over sodium sulfate and evaporated under reduced pressure. The resi... Starting materials: CCO, CN(C)C(=O)N(C)C(=O)N1CCNCC1, CC(C)Br, Cl, Cl, [Na+], [Na+], O=C([O-])[O-]. Yields the product CC(C)N1CCN(C(=O)N(C)C(=O)N(C)C)CC1, Cl. RXN SMILES: [CH3:28][CH2:29][OH:30].[CH3:2][N:3]([C:4](=[O:5])[N:6]1[CH2:7][CH2:8][NH:9][CH2:10][CH2:11]1)[C:12](=[O:13])[N:14]([CH3:15])[CH3:16].[CH:23]([CH3:24])([CH3:25])[Br:26].[ClH:1].[ClH:27].[Na+:17].[Na+:18].[O-:19][C:20](=[O:21])[O-:22]>>[CH3:2][N:3]([C:4](=[O:5])[N:6]1[CH2:7][CH2:8][N:9]([CH:23]([CH3:24])[CH3:25])[CH2:10][CH2:11]1)[C:12](=[O:13])[N:14]([CH3:15])[CH3:16].[ClH:1].